This data is from the Open Reaction Database (ORD), a public repository of structured organic reaction records. The task is: describe an organic reaction: reactants, conditions, products, and yield Starting materials: OC1=CC(OC(C1)(CCC1=CC=CC=C1)C1=CC=CC=C1)=O (5,6-dihydro-4-hydroxy-6-phenyl-6-(2-phenylethyl)-2H-pyran-2-one), N1CCCCC1 (piperidine), C1CC(=O)N(C1=O)Br (n-bromosuccinimide), C(C)(C)N1C(NCCC1)=S (1-isopropyltetrahydropyrimidine-2-thione). The solvent is C(Cl)Cl (CH2Cl2), C(C)(C)(C)O (t-butanol), C(Cl)Cl (CH2Cl2). The product is OC1=C(C(OC(C1)C1=CC=CC=C1)=O)SC=1N(CCCN1)C(C)C (4-Hydroxy-3-[(1-isopropyl-1,4,5,6-tetrahydro-pyrimidine-2-yl)thio]-6-phenyl-5,6-dihydro-2H-pyran-2-one). As a reaction SMILES: [OH:1][C:2]1[CH2:7][C:6]([C:16]2[CH:21]=[CH:20][CH:19]=[CH:18][CH:17]=2)(CCC2C=CC=CC=2)[O:5][C:4](=[O:22])[CH:3]=1.C1C(=O)N(Br)C(=O)C1.[CH:31]([N:34]1[CH2:39][CH2:38][CH2:37][NH:36][C:35]1=[S:40])([CH3:33])[CH3:32].N1CCCCC1>C(Cl)Cl.C(O)(C)(C)C>[OH:1][C:2]1[CH2:7][CH:6]([C:16]2[CH:17]=[CH:18][CH:19]=[CH:20][CH:21]=2)[O:5][C:4](=[O:22])[C:3]=1[S:40][C:35]1[N:34]([CH:31]([CH3:33])[CH3:32])[CH2:39][CH2:38][CH2:37][N:36]=1. Procedure: The title compound was prepared as described in example 41 using the following: 5,6-dihydro-4-hydroxy-6-phenyl-6-(2-phenylethyl)-2H-pyran-2-one (0.250 g, 0.850 mmol), t-butanol (3.5 mL), n-bromosuccinimide (0.151 g, 0.85 mmol), CH2Cl2 (6.0 mL), 1-isopropyltetrahydropyrimidine-2-thione (0.270 g, 1.70 mmol, prepared by the method described by A. F. McKay et al., J. Am. Chem. Soc., 78: 1618 (1956)), piperidine (0.084 mL, 0.85 mmol). Purification was achieved by submitting the final residue to colum...